This data is from the Open Reaction Database (ORD), a public repository of structured organic reaction records. The task is: describe an organic reaction: reactants, conditions, products, and yield Reactants: CC(C(C(=[N+]=[N-])P([O-])([O-])=O)=O)C (dimethyl-1-diazo-2-oxopropylphosphonate), C(#C)C=1C=NC2=CC=C(C=C2C1)OC(C(=O)NC(C#C)(C)CO)SC (2-(3-ethynyl-quinolin-6-yloxy)-N-(1-hydroxymethyl-1-methylprop-2-ynyl)-2-methylsulfanyl acetamide), C(C)(=O)OCC (ethyl acetate), C([O-])([O-])=O.[K+].[K+] (potassium carbonate). The solvent is CO (methanol), CO (methanol), [Cl-].[Na+].O (brine). Run at temperature 0 celsius, time 5.5 hour. Product: C(#C)C(C#C)(C)NC(C(SC)OC=1C=C2C=C(C=NC2=CC1)C#C)=O (N-(1-ethynyl-1-methyl-prop-2-ynyl)-2-(3-ethynyl-quinolin-6-yloxy)-2-methylsulfanyl-acetamide). As a reaction SMILES: [CH3:1]C(C)C(=O)C(P(=O)([O-])[O-])=[N+]=[N-].[C:13]([C:15]1[CH:16]=[N:17][C:18]2[C:23]([CH:24]=1)=[CH:22][C:21]([O:25][CH:26]([S:36][CH3:37])[C:27]([NH:29][C:30]([CH2:34]O)([CH3:33])[C:31]#[CH:32])=[O:28])=[CH:20][CH:19]=2)#[CH:14].C(=O)([O-])[O-].[K+].[K+].C(OCC)(=O)C>CO.[Cl-].[Na+].O>[C:34]([C:30]([NH:29][C:27](=[O:28])[CH:26]([O:25][C:21]1[CH:22]=[C:23]2[C:18](=[CH:19][CH:20]=1)[N:17]=[CH:16][C:15]([C:13]#[CH:14])=[CH:24]2)[S:36][CH3:37])([CH3:33])[C:31]#[CH:32])#[CH:1] |f:2.3.4,7.8.9|. Procedure: A solution of dimethyl-1-diazo-2-oxopropylphosphonate (0.109 g) in dry methanol (2 ml) was added at room temperature to a solution of crude 2-(3-ethynyl-quinolin-6-yloxy)-N-(1-formyl-1-methyl-prop-2-ynyl)-2-methylsulfanyl-acetamide (0.125 g) from Stage 5 in methanol (5 ml). The reaction medium was cooled down to 0° C. and potassium carbonate (0.098 g) was added portion wise. The reaction mixture was allowed to warm up to room temperature and stirred for 5.5 hours and then poured onto a mixture o... Starting materials: C(C)(C)(C)OC(NC1(CCCC(CCC1)OC=1C=C2C=CN=C(C2=CC1Cl)OCC1=CC=CC=C1)CCCO)=O ([5-(1-Benzyloxy-7-chloro-isoquinolin-6-yloxy)-1-(3-hydroxy-propyl)-cyclooctyl]-carbamic acid tert-butyl ester), [H-].[Na+] (sodium hydride), CO (methanol), IC (iodomethane). Run in C1CCOC1 (THF), C1CCOC1 (THF). Run at time 1 hour. Yields the product C(C)(C)(C)OC(NC1(CCCC(CCC1)OC=1C=C2C=CN=C(C2=CC1Cl)OCC1=CC=CC=C1)CCCOC)=O ([5-(1-Benzyloxy-7-chloro-isoquinolin-6-yloxy)-1-(3-methoxy-propyl)-cyclooctyl]-carbamic acid tert-butyl ester). Isolated yield 47.3%. RXN SMILES: [C:1]([O:5][C:6](=[O:40])[NH:7][C:8]1([CH2:36][CH2:37][CH2:38][OH:39])[CH2:15][CH2:14][CH2:13][CH:12]([O:16][C:17]2[CH:18]=[C:19]3[C:24](=[CH:25][C:26]=2[Cl:27])[C:23]([O:28][CH2:29][C:30]2[CH:35]=[CH:34][CH:33]=[CH:32][CH:31]=2)=[N:22][CH:21]=[CH:20]3)[CH2:11][CH2:10][CH2:9]1)([CH3:4])([CH3:3])[CH3:2].[H-].[Na+].I[CH3:44].CO>C1COCC1>[C:1]([O:5][C:6](=[O:40])[NH:7][C:8]1([CH2:36][CH2:37][CH2:38][O:39][CH3:44])[CH2:9][CH2:10][CH2:11][CH:12]([O:16][C:17]2[CH:18]=[C:19]3[C:24](=[CH:25][C:26]=2[Cl:27])[C:23]([O:28][CH2:29][C:30]2[CH:35]=[CH:34][CH:33]=[CH:32][CH:31]=2)=[N:22][CH:21]=[CH:20]3)[CH2:13][CH2:14][CH2:15]1)([CH3:4])([CH3:2])[CH3:3] |f:1.2|. Procedure details: A solution of 405 mg (0.71 mmol) of [5-(1-benzyloxy-7-chloro-isoquinolin-6-yloxy)-1-(3-hydroxy-propyl)-cyclooctyl]-carbamic acid tert-butyl ester (59) in 5 mL of THF was dropped into a suspension of 31.3 mg (0.78 mmol) of sodium hydride (60%) in 5 mL THF at 0° C. 88.6 μL (1.42 mmol) of iodomethane were added, and after stirring for 1 h at room temperature another 88.6 μL (1.42 mmol). The reaction mixture was stirred at room temperature until LCMS indicated complete conversion, then 5 mL of metha... Starting materials: Cl.[C@H]12NC[C@H](CC1)C2 ((1S,4R)-2-azabicyclo[2.2.1]heptane hydrochloride), CN(C)C(=[N+](C)C)ON1C2=C(C=CC=C2)N=N1.[B-](F)(F)(F)F (TBTU), CCN(C(C)C)C(C)C (DIEA), C1(CC1)COC1=C(C=CC(=N1)C(=O)O)N1CC(C1)(F)F (6-cyclopropylmethoxy-5-(3,3-difluoro-azetidin-1-yl)-pyridine-2-carboxylic acid). Yields the product [C@H]12N(C[C@H](CC1)C2)C(=O)C2=NC(=C(C=C2)N2CC(C2)(F)F)OCC2CC2 ((1S,4R)-2-Aza-bicyclo[2.2.1]hept-2-yl-[6-cyclopropylmethoxy-5-(3,3-difluoro-azetidin-1-yl)-pyridin-2-yl]-methanone). As a reaction SMILES: [CH:1]1([CH2:4][O:5][C:6]2[N:11]=[C:10]([C:12]([OH:14])=O)[CH:9]=[CH:8][C:7]=2[N:15]2[CH2:18][C:17]([F:20])([F:19])[CH2:16]2)[CH2:3][CH2:2]1.Cl.[C@@H:22]12[CH2:28][C@@H:25]([CH2:26][CH2:27]1)[CH2:24][NH:23]2.CN(C(ON1N=NC2C=CC=CC1=2)=[N+](C)C)C.[B-](F)(F)(F)F.CCN(C(C)C)C(C)C>>[C@@H:22]12[CH2:28][C@@H:25]([CH2:26][CH2:27]1)[CH2:24][N:23]2[C:12]([C:10]1[CH:9]=[CH:8][C:7]([N:15]2[CH2:18][C:17]([F:20])([F:19])[CH2:16]2)=[C:6]([O:5][CH2:4][CH:1]2[CH2:2][CH2:3]2)[N:11]=1)=[O:14] |f:1.2,3.4|. Procedure details: In analogy to the procedure described in Example 47 b), 6-cyclopropylmethoxy-5-(3,3-difluoro-azetidin-1-yl)-pyridine-2-carboxylic acid (Example 1 b)) was reacted with (1S,4R)-2-azabicyclo[2.2.1]heptane hydrochloride (175275-72-6) in the presence of TBTU and DIEA to obtain the title compound as colorless oil; MS (EI): m/e=364.5 [MH+].